Task: describe an organic reaction: reactants, conditions, products, and yield. Dataset: the Open Reaction Database (ORD), a public repository of structured organic reaction records The reactants are C(C1=CC=CC=C1)OCN1C(=C(C2=C1C=NNC2=O)CC2=C(C=CC=C2)C#N)C2=CC(=C(C=C2)OC(F)F)OC2CC2 (1-benzyloxymethyl-3-(2-cyanobenzyl)-2-(3-cyclopropoxy-4-difluoromethoxyphenyl)-1,5-dihydropyrrolo-[2,3-d]pyridazin-4-one), C(C1=CC=CC=C1)OCN1C(=C(C2=C1C=NNC2=O)CC2=C(C=CC=C2)F)C2=CC(=C(C=C2)OC(F)F)OC2CC2 (1-benzyloxymethyl-2-(3-cyclopropoxy-4-difluoromethoxyphenyl)-3-(2-fluorobenzyl)-1,5-dihydropyrrolo[2,3-d]pyridazin-4-one). The product is C(#N)C1=C(CC2=C(NC=3C=NNC(C32)=O)C3=CC(=C(C=C3)OC(F)F)OC3CC3)C=CC=C1 (3-(2-Cyanobenzyl)-2-(3-cyclopropoxy-4-difluoromethoxyphenyl)-1,5-dihydropyrrolo[2,3-d]pyridazin-4-one). The yield is 86.5%. RXN SMILES: C(OC[N:10]1[C:14]2[CH:15]=[N:16][NH:17][C:18](=[O:19])[C:13]=2[C:12]([CH2:20][C:21]2[CH:26]=[CH:25][CH:24]=[CH:23][C:22]=2[C:27]#[N:28])=[C:11]1[C:29]1[CH:34]=[CH:33][C:32]([O:35][CH:36]([F:38])[F:37])=[C:31]([O:39][CH:40]2[CH2:42][CH2:41]2)[CH:30]=1)C1C=CC=CC=1.C(OCN1C2C=NNC(=O)C=2C(CC2C=CC=CC=2F)=C1C1C=CC(OC(F)F)=C(OC2CC2)C=1)C1C=CC=CC=1>>[C:27]([C:22]1[CH:23]=[CH:24][CH:25]=[CH:26][C:21]=1[CH2:20][C:12]1[C:13]2[C:18](=[O:19])[NH:17][N:16]=[CH:15][C:14]=2[NH:10][C:11]=1[C:29]1[CH:34]=[CH:33][C:32]([O:35][CH:36]([F:37])[F:38])=[C:31]([O:39][CH:40]2[CH2:41][CH2:42]2)[CH:30]=1)#[N:28]. Procedure details: Reaction and post treatment were carried out in the same manner as in Example 22-(b) except for using 548 mg (0.964 mmol) of 1-benzyloxymethyl-3-(2-cyanobenzyl)-2-(3-cyclopropoxy-4-difluoromethoxyphenyl)-1,5-dihydropyrrolo-[2,3-d]pyridazin-4-one obtained in Example 25-(a) in place of 1-benzyloxymethyl-2-(3-cyclopropoxy-4-difluoromethoxyphenyl)-3-(2-fluorobenzyl)-1,5-dihydropyrrolo[2,3-d]pyridazin-4-one, whereby 374 mg of the title compound was obtained as a white solid. (Yield: 87%)